From a dataset of the Open Reaction Database (ORD), a public repository of structured organic reaction records. describe an organic reaction: reactants, conditions, products, and yield Product: FC1=C(COC2(C=CC(S2)C2OCCCO2)C)C=CC=C1 (5-(2-Fluorobenzyloxy)-5-methyl-2-thienyl-1,3-dioxane). Run in C1=CC=CC=C1 (benzene). Reported procedure: Using the procedure of Example 51, thiophene-2-carboxaldehyde and 2-(2-fluorobenzyloxy)-2-methyl-1,3-propanediol were reacted, using benzene as solvent, to give, after separation by column chromatograph, c-5-(2-fluorobenzyloxy)-5-methyl-r-2-thienyl-1,3-dioxane, m.p. 111°-112°, and t-5-(2-fluorobenzyloxy)-5-methyl-r-2-thienyl-1,3-dioxane, m.p. 84°-85°. The reactants are S1C(=CC=C1)C=O (thiophene-2-carboxaldehyde), FC1=C(COC(CO)(CO)C)C=CC=C1 (2-(2-fluorobenzyloxy)-2-methyl-1,3-propanediol). RXN SMILES: [S:1]1C=C[CH:3]=[C:2]1[CH:6]=[O:7].[F:8][C:9]1[CH:22]=[CH:21][CH:20]=[CH:19][C:10]=1[CH2:11][O:12][C:13]([CH3:18])([CH2:16]O)CO>C1C=CC=CC=1>[F:8][C:9]1[CH:22]=[CH:21][CH:20]=[CH:19][C:10]=1[CH2:11][O:12][C:13]1([CH3:18])[S:1][CH:2]([CH:6]2[O:7][CH2:3][CH2:2][CH2:6][O:7]2)[CH:3]=[CH:16]1.